This data is from the Open Reaction Database (ORD), a public repository of structured organic reaction records. The task is: describe an organic reaction: reactants, conditions, products, and yield Reactants: C(#N)C1=C(C=CC=C1)C1=CC=C(C=C1)C=O (2'-cyanobiphenyl-4-carbaldehyde), Cl.COC([C@H](N)C(C)C)=O ((D)-valine methyl ester hydrochloride), C(#N)[BH3-].[Na+] (sodium cyanoborohydride). Product: COC([C@H](NCC1=CC=C(C=C1)C1=C(C=CC=C1)C#N)C(C)C)=O (N-[(2'-cyanobiphenyl-4-yl)methyl]-(D)-valine methyl ester). Procedure details: The starting material can be obtained, for example, analogously to Example 1b): Reaction of 4.0 g of 2'-cyanobiphenyl-4-carbaldehyde, 19.3 g of molecular sieve 5 A, 3.8 g of (D)-valine methyl ester hydrochloride and 1.43 g of sodium cyanoborohydride yields N-[(2'-cyanobiphenyl-4-yl)methyl]-(D)-valine methyl ester after flash chromatography (N3). (TLC: N2) Rf : 0.56. RXN SMILES: [C:1]([C:3]1[CH:8]=[CH:7][CH:6]=[CH:5][C:4]=1[C:9]1[CH:14]=[CH:13][C:12]([CH:15]=O)=[CH:11][CH:10]=1)#[N:2].Cl.[CH3:18][O:19][C:20](=[O:26])[C@@H:21]([CH:23]([CH3:25])[CH3:24])[NH2:22].C([BH3-])#N.[Na+]>>[CH3:18][O:19][C:20](=[O:26])[C@@H:21]([CH:23]([CH3:25])[CH3:24])[NH:22][CH2:15][C:12]1[CH:11]=[CH:10][C:9]([C:4]2[CH:5]=[CH:6][CH:7]=[CH:8][C:3]=2[C:1]#[N:2])=[CH:14][CH:13]=1 |f:1.2,3.4|. Starting materials: COC1=CC=C(C=N1)C1=CC2=C(N=C(N=C2C)S(=O)C)NC1=O (6-(6-methoxypyridin-3-yl)-4-methyl-2-(methylsulfinyl)pyrido[2,3-d]pyrimidin-7(8H)-one), CN (methylamine). The solvent is O1CCOCC1 (1,4-dioxane). Run at temperature 110 celsius. Product: COC1=CC=C(C=N1)C1=CC2=C(N=C(N=C2C)NC)NC1=O (6-(6-Methoxypyridin-3-yl)-4-methyl-2-(methylamino)pyrido[2,3-d]pyrimidin-7(8H)-one). The yield is 60.5%. As a reaction SMILES: [CH3:1][O:2][C:3]1[N:8]=[CH:7][C:6]([C:9]2[C:22](=[O:23])[NH:21][C:12]3[N:13]=[C:14](S(C)=O)[N:15]=[C:16]([CH3:17])[C:11]=3[CH:10]=2)=[CH:5][CH:4]=1.[CH3:24][NH2:25]>O1CCOCC1>[CH3:1][O:2][C:3]1[N:8]=[CH:7][C:6]([C:9]2[C:22](=[O:23])[NH:21][C:12]3[N:13]=[C:14]([NH:25][CH3:24])[N:15]=[C:16]([CH3:17])[C:11]=3[CH:10]=2)=[CH:5][CH:4]=1. Reported procedure: To a solution of 6-(6-methoxypyridin-3-yl)-4-methyl-2-(methylsulfinyl)pyrido[2,3-d]pyrimidin-7(8H)-one (147 mg, 0.445 mmol) in 1,4-dioxane (2.5 mL) was added methylamine (1.1 mL, 2.0 M in THF, 2.2 mmol). The mixture was sealed and heated at 110° C. microwave for 10 min. The mixture was concentrated under reduced pressure to give a solid. The crude solid was washed with water and EtOAc, recrystallized from DMSO/EtOAc to give the title compound (80 mg, 61%). The reactants are C1(=C(C=CC=C1)N)N (1,2-phenylenediamine), BrC=1C=C(C=O)C=CC1O (3-bromo-4-hydroxybenzaldehyde), Na2S2O5. Run in CN(C)C=O (DMF). Product: N1C(=NC2=C1C=CC=C2)C2=CC(=C(C=C2)O)Br (4-(1H-benzo[d]imidazol-2-yl)-2-bromophenol). Isolated yield 79.4%. RXN SMILES: [C:1]1([NH2:8])[CH:6]=[CH:5][CH:4]=[CH:3][C:2]=1[NH2:7].[Br:9][C:10]1[CH:11]=[C:12]([CH:15]=[CH:16][C:17]=1[OH:18])[CH:13]=O>CN(C=O)C>[NH:7]1[C:2]2[CH:3]=[CH:4][CH:5]=[CH:6][C:1]=2[N:8]=[C:13]1[C:12]1[CH:15]=[CH:16][C:17]([OH:18])=[C:10]([Br:9])[CH:11]=1. Procedure: In a DMF (3 mL) solvent, a mixture including 1,2-phenylenediamine (100 mg, 0.92 mmol), 3-bromo-4-hydroxybenzaldehyde (187.8 mg, 0.92 mmol), and Na2S2O5 (177.6 mg, 0.92 mmol) was mixed at a temperature of 80° C. for 1 hour. After cooling, DMF was removed therefrom under reduced pressure. Methylene chloride and water were added thereto to obtain a solid product, and the precipitate was filtered, and the filtered product was washed with methylene chloride, ethyl acetate, and water to obtain a solid... The reactants are COc1cc(OC)nc(NC(=O)NS(=O)(=O)c2cccnc2C(CF)OC(C)=O)n1, CO, [Li+], [OH-], O. The product is COc1cc(OC)nc(NC(=O)NS(=O)(=O)c2cccnc2C(O)CF)n1. RXN SMILES: [C:1](=[O:2])([CH3:3])[O:4][CH:5]([CH2:6][F:7])[c:8]1[n:9][cH:10][cH:11][cH:12][c:13]1[S:14](=[O:15])(=[O:16])[NH:17][C:18](=[O:19])[NH:20][c:21]1[n:22][c:23]([O:29][CH3:30])[cH:24][c:25]([O:27][CH3:28])[n:26]1.[CH3:34][OH:35].[Li+:33].[OH-:32].[OH2:31]>>[OH:4][CH:5]([CH2:6][F:7])[c:8]1[n:9][cH:10][cH:11][cH:12][c:13]1[S:14](=[O:15])(=[O:16])[NH:17][C:18](=[O:19])[NH:20][c:21]1[n:22][c:23]([O:29][CH3:30])[cH:24][c:25]([O:27][CH3:28])[n:26]1. Reactants: FC(OC1=CC=C(C=C1)C=CC(N)=S)(F)F (3-(4-Trifluoromethoxy-phenyl)-acrylthioamide), ClCC(=O)CCl (1,3-dichloroacetone). The solvent is C(C)O (ethanol). Product: ClCC=1N=C(SC1)C=CC1=CC=C(C=C1)OC(F)(F)F (4-chloromethyl-2-[2-(4-trifluoromethoxy-phenyl)-vinyl]-thiazole). Isolated yield 15.5%. As a reaction SMILES: [F:1][C:2]([F:16])([F:15])[O:3][C:4]1[CH:9]=[CH:8][C:7]([CH:10]=[CH:11][C:12](=[S:14])[NH2:13])=[CH:6][CH:5]=1.[Cl:17][CH2:18][C:19]([CH2:21]Cl)=O>C(O)C>[Cl:17][CH2:18][C:19]1[N:13]=[C:12]([CH:11]=[CH:10][C:7]2[CH:6]=[CH:5][C:4]([O:3][C:2]([F:15])([F:1])[F:16])=[CH:9][CH:8]=2)[S:14][CH:21]=1. Procedure details: 12.7 g (48.3 mmol) 3-(4-Trifluoromethoxy-phenyl)-acrylthioamide, 18.4 g (145 mmol) 1,3-dichloroacetone and 120 ml ethanol were refluxed for 4 h. After evaporation the residue was purified by chromatography on silica gel (ethyl acetate/isohexane 1:10) to yield 2.40 g 4-chloromethyl-2-[2-(4-trifluoromethoxy-phenyl)-vinyl]-thiazole as yellow solid. Reported procedure: Using the same procedure, napthalene- 1,4-diol and 1,4-dihydroxy-2-methyl-naphthalene were oxidized to obtain a 93% yield of 1,4-naphthoquinone and a 97% yield of 2-methyl-1,4-naphthoquinone, respectively. Reaction SMILES: [C:1]1([OH:12])[C:10]2[C:5](=[CH:6][CH:7]=[CH:8][CH:9]=2)[C:4]([OH:11])=[CH:3][CH:2]=1.OC1C2C(=CC=CC=2)C(O)=CC=1C>>[C:4]1(=[O:11])[C:5]2[C:10](=[CH:9][CH:8]=[CH:7][CH:6]=2)[C:1](=[O:12])[CH:2]=[CH:3]1. Yields the product C1(C=CC(C2=CC=CC=C12)=O)=O (1,4-naphthoquinone). The reactants are C1(=CC=C(C2=CC=CC=C12)O)O (napthalene- 1,4-diol), OC1=C(C=C(C2=CC=CC=C12)O)C (1,4-dihydroxy-2-methyl-naphthalene). Isolated yield 93.0%. The reactants are CC(C)O, CNC(=O)c1ccccc1Nc1nc(Cl)ncc1Cl, CN1C(=O)OCCc2cc(N)ccc21. The product is CNC(=O)c1ccccc1Nc1nc(Nc2ccc3c(c2)CCOC(=O)N3C)ncc1Cl. RXN SMILES: [CH:34]([OH:35])([CH3:36])[CH3:37].[Cl:1][c:2]1[n:3][cH:4][c:5]([Cl:19])[c:6]([NH:8][c:9]2[c:10]([C:11](=[O:12])[NH:13][CH3:14])[cH:15][cH:16][cH:17][cH:18]2)[n:7]1.[NH2:20][c:21]1[cH:22][cH:23][c:24]2[c:25]([cH:33]1)[CH2:26][CH2:27][O:28][C:29](=[O:32])[N:30]2[CH3:31]>>[c:2]1([NH:20][c:21]2[cH:22][cH:23][c:24]3[c:25]([cH:33]2)[CH2:26][CH2:27][O:28][C:29](=[O:32])[N:30]3[CH3:31])[n:3][cH:4][c:5]([Cl:19])[c:6]([NH:8][c:9]2[c:10]([C:11](=[O:12])[NH:13][CH3:14])[cH:15][cH:16][cH:17][cH:18]2)[n:7]1.